This data is from the Open Reaction Database (ORD), a public repository of structured organic reaction records. The task is: describe an organic reaction: reactants, conditions, products, and yield Reactants: ClC=1C(=NN(C1C)C1C(N(CC1)C=1C=NN(C1C(C)C)C1=CC=C(C=C1)F)=O)I (3-(4-chloro-3-iodo-5-methylpyrazol-1-yl)-1-[1-(4-fluorophenyl)-5-isopropylpyrazol-4-yl]pyrrolidin-2-one), CN(C)C=O (DMF). Reagents/catalysts: [C-]#N.[C-]#N.[Zn+2] (Zn(CN)2), C=1C=CC(=CC1)/C=C/C(=O)/C=C/C2=CC=CC=C2.C=1C=CC(=CC1)/C=C/C(=O)/C=C/C2=CC=CC=C2.C=1C=CC(=CC1)/C=C/C(=O)/C=C/C2=CC=CC=C2.[Pd].[Pd] (Pd2(dba)3), C1=CC=C(C=C1)P([C-]2C=CC=C2)C3=CC=CC=C3.C1=CC=C(C=C1)P([C-]2C=CC=C2)C3=CC=CC=C3.[Fe+2] (dppf). Conditions: temperature 85 celsius. Product: ClC=1C(=NN(C1C)C1C(N(CC1)C=1C=NN(C1C(C)C)C1=CC=C(C=C1)F)=O)C#N (4-chloro-1-[1-[1-(4-fluorophenyl)-5-isopropylpyrazol-4-yl]-2-oxo-pyrrolidin-3-yl]-5-methylpyrazole-3-carbonitrile). Isolated yield 92.0%. As a reaction SMILES: [Cl:1][C:2]1[C:3](I)=[N:4][N:5]([CH:8]2[CH2:12][CH2:11][N:10]([C:13]3[CH:14]=[N:15][N:16]([C:21]4[CH:26]=[CH:25][C:24]([F:27])=[CH:23][CH:22]=4)[C:17]=3[CH:18]([CH3:20])[CH3:19])[C:9]2=[O:28])[C:6]=1[CH3:7].[CH3:30][N:31](C=O)C>[C-]#N.[C-]#N.[Zn+2].C1C=CC(/C=C/C(/C=C/C2C=CC=CC=2)=O)=CC=1.C1C=CC(/C=C/C(/C=C/C2C=CC=CC=2)=O)=CC=1.C1C=CC(/C=C/C(/C=C/C2C=CC=CC=2)=O)=CC=1.[Pd].[Pd].C1C=CC(P(C2C=CC=CC=2)[C-]2C=CC=C2)=CC=1.C1C=CC(P(C2C=CC=CC=2)[C-]2C=CC=C2)=CC=1.[Fe+2]>[Cl:1][C:2]1[C:3]([C:30]#[N:31])=[N:4][N:5]([CH:8]2[CH2:12][CH2:11][N:10]([C:13]3[CH:14]=[N:15][N:16]([C:21]4[CH:26]=[CH:25][C:24]([F:27])=[CH:23][CH:22]=4)[C:17]=3[CH:18]([CH3:20])[CH3:19])[C:9]2=[O:28])[C:6]=1[CH3:7] |f:2.3.4,5.6.7.8.9,10.11.12|. Procedure details: A mixture of 3-(4-chloro-3-iodo-5-methylpyrazol-1-yl)-1-[1-(4-fluorophenyl)-5-isopropylpyrazol-4-yl]pyrrolidin-2-one (0.057 g, 0.11 mmol), Zn(CN)2 (0.025 g, 0.21 mmol), Pd2(dba)3 (0.010 g, 0.011 mmol) and dppf (0.009 g, 0.016 mmol) in DMF (2 mL) was heated at 85° C. for 1 h under a N2 atmosphere. The mixture was then cooled to room temperature, quenched with sat. NaHCO3 (30 mL,) and extracted with EtOAc (50 mL). The organic layer was separated, dried over anhydrous sodium sulfate, concentrated i... Reactants: CC1=NNC=2C=NN(C(C21)=O)C (3,5-dimethyl-1H-pyrazolo [3,4-d]pyridazin-4(5H)-one), ClC1=CC=C(C(=O)C2=CC=C(CBr)C=C2)C=C1 (4-(4-chlorobenzoyl)benzyl bromide), C([O-])([O-])=O.[K+].[K+] (potassium carbonate). Run in CN(C)C=O (DMF). Run at time 15 hour. Yields the product ClC1=CC=C(C(=O)C2=CC=C(CN3N=C4C=NN(C(C4=C3C)=O)C)C=C2)C=C1 (2-[4-(4-Chlorobenzoyl)benzyl]-3,5-dimethyl-2H-pyrazolo [3,4-d]pyridazin-4(5H)-one). Reaction SMILES: [CH3:1][C:2]1[C:10]2[C:9](=[O:11])[N:8]([CH3:12])[N:7]=[CH:6][C:5]=2[NH:4][N:3]=1.[Cl:13][C:14]1[CH:29]=[CH:28][C:17]([C:18]([C:20]2[CH:27]=[CH:26][C:23]([CH2:24]Br)=[CH:22][CH:21]=2)=[O:19])=[CH:16][CH:15]=1.C(=O)([O-])[O-].[K+].[K+]>CN(C=O)C>[Cl:13][C:14]1[CH:15]=[CH:16][C:17]([C:18]([C:20]2[CH:27]=[CH:26][C:23]([CH2:24][N:3]3[C:2]([CH3:1])=[C:10]4[C:5]([CH:6]=[N:7][N:8]([CH3:12])[C:9]4=[O:11])=[N:4]3)=[CH:22][CH:21]=2)=[O:19])=[CH:28][CH:29]=1 |f:2.3.4|. Reported procedure: In DMF (2 ml) was dissolved 3,5-dimethyl-1H-pyrazolo [3,4-d]pyridazin-4(5H)-one (94 mg) followed by addition of 4-(4-chlorobenzoyl)benzyl bromide (279 mg) and potassium carbonate (124 mg), and the mixture was stirred at room temperature for 15 hours. This reaction mixture was extracted with ethyl acetate and the organic layer was serially washed with water and saturated aqueous NaCl solution, dried over anhydrous magnesium sulfate, and concentrated. The residue was purified by silica gel column ... Starting materials: F[B-](F)(F)F, CCN(C(C)C)C(C)C, COC(=O)C(CC(=O)[O-])Cc1cc(Cl)c(N)c(C(F)(F)F)c1, O=C1Nc2ccccc2CN1C1CCNCC1, CN(C)C=O, On1nnc2ccccc21, CN(C)C(On1nnc2ccccc21)=[N+](C)C. The product is COC(=O)C(CC(=O)N1CCC(N2Cc3ccccc3NC2=O)CC1)Cc1cc(Cl)c(N)c(C(F)(F)F)c1. Reaction SMILES: [B-:23]([F:24])([F:25])([F:26])[F:27].[CH2:55]([N:56]([CH:57]([CH3:58])[CH3:59])[CH:60]([CH3:61])[CH3:62])[CH3:63].[NH2:1][c:2]1[c:3]([Cl:22])[cH:4][c:5]([CH2:6][CH:7]([C:8](=[O:9])[O:10][CH3:11])[CH2:12][C:13](=[O:14])[O-:15])[cH:16][c:17]1[C:18]([F:19])([F:20])[F:21].[NH:64]1[CH2:65][CH2:66][CH:67]([N:70]2[C:71](=[O:80])[NH:72][c:73]3[cH:74][cH:75][cH:76][cH:77][c:78]3[CH2:79]2)[CH2:68][CH2:69]1.[O:81]=[CH:82][N:83]([CH3:84])[CH3:85].[OH:45][n:46]1[c:47]2[c:48]([cH:49][cH:50][cH:51][cH:52]2)[n:53][n:54]1.[n:28]1([O:29][C:30]([N:31]([CH3:32])[CH3:33])=[N+:34]([CH3:35])[CH3:36])[c:37]2[cH:38][cH:39][cH:40][cH:41][c:42]2[n:43][n:44]1>>[NH2:1][c:2]1[c:3]([Cl:22])[cH:4][c:5]([CH2:6][CH:7]([C:8](=[O:9])[O:10][CH3:11])[CH2:12][C:13](=[O:15])[N:64]2[CH2:65][CH2:66][CH:67]([N:70]3[C:71](=[O:80])[NH:72][c:73]4[cH:74][cH:75][cH:76][cH:77][c:78]4[CH2:79]3)[CH2:68][CH2:69]2)[cH:16][c:17]1[C:18]([F:19])([F:20])[F:21]. Starting materials: S(=O)(=O)([O-])S(=O)[O-].[Na+].[Na+] (sodium metabisulphite), CSC1=NC=CC(=N1)OCC(F)(F)F (2-methylthio-4-(2,2,2-trifluoroethoxy)pyrimidine), [Mn](=O)(=O)(=O)[O-].[K+] (potassium permanganate), C(C)(=O)O (acetic acid). The solvent is O (water). Yields the product CS(=O)(=O)C1=NC=CC(=N1)OCC(F)(F)F (2-methanesulphonyl-4-(2,2,2-trifluorethoxy)-pyrimidine). The yield is 87.0%. RXN SMILES: CS[C:3]1[N:8]=[C:7]([O:9][CH2:10][C:11]([F:14])([F:13])[F:12])[CH:6]=[CH:5][N:4]=1.[Mn]([O-])(=O)(=O)=O.[K+].[S:21](S([O-])=O)([O-:24])(=O)=[O:22].[Na+].[Na+].[C:30](O)(=O)C>O>[CH3:30][S:21]([C:3]1[N:8]=[C:7]([O:9][CH2:10][C:11]([F:14])([F:12])[F:13])[CH:6]=[CH:5][N:4]=1)(=[O:24])=[O:22] |f:1.2,3.4.5|. Procedure details: To a solution of 2-methylthio-4-(2,2,2-trifluoroethoxy)pyrimidine (1.0 g) in glacial acetic acid (20 ml) at 15° C. was added a solution of potassium permanganate (2.4 g) in water (75 ml). When the addition was complete a solution of sodium metabisulphite (10% aqueous) was added until a clear solution was obtained. The reaction mixture was extracted with ether (3×70 ml), the combined extracts were washed with brine (3×), dried and concentrated to give 2-methanesulphonyl-4-(2,2,2-trifluorethoxy)-p... Reactants: OCC(CO)CO (2-hydroxymethyl-propane-1,3-diol), CN(C)C=O (DMF), [H-].[Na+] (Sodium hydride), ice, IC (iodomethane), C(C)(=O)OCC (ethyl acetate). Reaction conditions: time 40 minute. The product is COCC(CO)COC (3-Methoxy-2-methoxymethyl-propane-1-ol). RXN SMILES: [H-].[Na+].O[CH2:4][CH:5]([CH2:8][OH:9])[CH2:6][OH:7].IC.[C:12](OCC)(=O)C.CN([CH:21]=[O:22])C>>[CH3:12][O:9][CH2:8][CH:5]([CH2:4][O:22][CH3:21])[CH2:6][OH:7] |f:0.1|. Procedure details: Sodium hydride (60% dispersion in oil) (2.93 g, 73.2 mmol) was added to an ice-cooled solution of 2-hydroxymethyl-propane-1,3-diol (M. R. Harnden et al. J. Med. Chem. 1990, 33, 187) (3.53 g, 33.3 mmol) in DMF (100 ml) and the mixture was stirred at room temperature for 40 min. The reaction mixture was cooled with ice and iodomethane (4.56 ml, 73.2 mmol) was added, the stirring was continued allowing the mixture to reach room temperature over 24 h. The mixture was poured into ethyl acetate (300 m... Reactants: [Br-].C1(=CC=CC=C1)C(C(=O)O[C@H]1C[N+]2(CCC1CC2)CC(NC2=NOC=C2)=O)(C)C2=CC=CC=C2 ((R)-3-(2,2-Diphenyl-propionyloxy)-1-(isoxazol-3-ylcarbamoylmethyl)-1-azonia-bicyclo[2.2.2]octane bromide), C1(CCCC1)C(C(=O)O)(O)C=1OC=CC1 (cyclopentyl-furan-2-yl-hydroxy-acetic acid). The product is [Br-].C1(CCCC1)C(C(=O)O[C@H]1C[N+]2(CCC1CC2)CC(NC2=NOC=C2)=O)(O)C=2OC=CC2 ((R)-3-(2-Cyclopentyl-2-furan-2-yl-2-hydroxy-acetoxy)-1-(isoxazol-3-ylcarbamoylmethyl)-1-azonia-bicyclo[2.2.2]octane bromide). RXN SMILES: [Br-:1].C1(C(C2C=CC=CC=2)(C)C(O[C@@H:12]2[CH:17]3[CH2:18][CH2:19][N+:14]([CH2:20][C:21](=[O:28])[NH:22][C:23]4[CH:27]=[CH:26][O:25][N:24]=4)([CH2:15][CH2:16]3)[CH2:13]2)=O)C=CC=CC=1.[CH:36]1([C:41]([C:46]2[O:47][CH:48]=[CH:49][CH:50]=2)([OH:45])[C:42]([OH:44])=[O:43])[CH2:40][CH2:39][CH2:38][CH2:37]1>>[Br-:1].[CH:36]1([C:41]([C:46]2[O:47][CH:48]=[CH:49][CH:50]=2)([OH:45])[C:42]([O:44][C@@H:16]2[CH:17]3[CH2:18][CH2:19][N+:14]([CH2:20][C:21](=[O:28])[NH:22][C:23]4[CH:27]=[CH:26][O:25][N:24]=4)([CH2:13][CH2:12]3)[CH2:15]2)=[O:43])[CH2:40][CH2:39][CH2:38][CH2:37]1 |f:0.1,3.4|. Reported procedure: This compound is prepared analogously to (R)-3-(2,2-Diphenyl-propionyloxy)-1-(isoxazol-3-ylcarbamoylmethyl)-1-azonia-bicyclo[2.2.2]octane bromide (See Example 4) by replacing 2,2′-diphenylpropionic acid with cyclopentyl-furan-2-yl-hydroxy-acetic acid. Starting materials: C1(CC1)COC1=CC=C(C=C1)CCl (4-(cyclopropylmethoxy)phenylmethyl chloride), FC(C1=CC=C(C=C1)C(C1CCNCC1)(O)C1=CC=C(C=C1)C(F)(F)F)(F)F (4-[bis(4-trifluoromethylphenyl)hydroxymethyl]piperidine), C(C)(C)N(C(C)C)CC (N,N-diisopropylethylamine). The solvent is C(Cl)Cl (methylene chloride), C(Cl)Cl (methylene chloride), CS(=O)C (dimethyl sulfoxide), CCCCCCC (heptane), CCCCCCC (heptane), C(Cl)Cl (methylene chloride), C(Cl)Cl (methylene chloride), CC(=O)C (acetone). Product: C1(CC1)COC1=CC=C(C=C1)CN1CCC(CC1)C(O)(C1=CC=C(C=C1)C(F)(F)F)C1=CC=C(C=C1)C(F)(F)F (N-[4-(cyclopropylmethoxy)phenylmethyl]-4-[bis(4-trifluoromethylphenyl)hydroxymethyl]piperidine). Isolated yield 71.0%. RXN SMILES: [CH:1]1([CH2:4][O:5][C:6]2[CH:11]=[CH:10][C:9]([CH2:12]Cl)=[CH:8][CH:7]=2)[CH2:3][CH2:2]1.[F:14][C:15]([F:41])([F:40])[C:16]1[CH:21]=[CH:20][C:19]([C:22]([C:30]2[CH:35]=[CH:34][C:33]([C:36]([F:39])([F:38])[F:37])=[CH:32][CH:31]=2)([OH:29])[CH:23]2[CH2:28][CH2:27][NH:26][CH2:25][CH2:24]2)=[CH:18][CH:17]=1.C(N(CC)C(C)C)(C)C>CS(C)=O.C(Cl)Cl.CC(C)=O.CCCCCCC>[CH:1]1([CH2:4][O:5][C:6]2[CH:11]=[CH:10][C:9]([CH2:12][N:26]3[CH2:27][CH2:28][CH:23]([C:22]([C:30]4[CH:31]=[CH:32][C:33]([C:36]([F:37])([F:38])[F:39])=[CH:34][CH:35]=4)([C:19]4[CH:20]=[CH:21][C:16]([C:15]([F:14])([F:40])[F:41])=[CH:17][CH:18]=4)[OH:29])[CH2:24][CH2:25]3)=[CH:8][CH:7]=2)[CH2:3][CH2:2]1. Reported procedure: This compound was prepared in a manner analogous to that of Step D of Example 3, with 0.4 gram (0.002 mole) of 4-(cyclopropylmethoxy)phenylmethyl chloride (prepared as in Step A of Example 16), 0.9 gram (0.002 mole) of 4-[bis(4-trifluoromethylphenyl)hydroxymethyl]piperidine, and 1.1 grams (0.008 mole) of N,N-diisopropylethylamine in about 30 mL of dimethyl sulfoxide as reagents The crude reaction product was subjected to column chromatography on silica gel with 1:1 heptane:methylene chloride, pu... The reactants are ClC1=CC2=C(SC3=C(C(C2)Cl)C=C(C=C3)F)C=C1 (2,10dicloro-8-fluoro-10,11dihydro-dibenzo[b,f]thiepin), CN1CCNCC1 (N-methylpiperazine). Product: ClC1=CC2=C(SC3=C(C(C2)N2CCN(CC2)C)C=C(C=C3)F)C=C1 (1-[2-chloro-8-fluoro-10,11-dihydro-dibenzo[b,f]thiepin-10-yl]-4-methyl-piperazine). As a reaction SMILES: [Cl:1][C:2]1[CH:18]=[CH:17][C:5]2[S:6][C:7]3[CH:15]=[CH:14][C:13]([F:16])=[CH:12][C:8]=3[CH:9](Cl)[CH2:10][C:4]=2[CH:3]=1.[CH3:19][N:20]1[CH2:25][CH2:24][NH:23][CH2:22][CH2:21]1>>[Cl:1][C:2]1[CH:18]=[CH:17][C:5]2[S:6][C:7]3[CH:15]=[CH:14][C:13]([F:16])=[CH:12][C:8]=3[CH:9]([N:23]3[CH2:24][CH2:25][N:20]([CH3:19])[CH2:21][CH2:22]3)[CH2:10][C:4]=2[CH:3]=1. Procedure details: In the same manner as described in example 3, starting from 2,10dicloro-8-fluoro-10,11dihydro-dibenzo[b,f]thiepin and N-methylpiperazine, there is obtained 1-[2-chloro-8-fluoro-10,11-dihydro-dibenzo[b,f]thiepin-10-yl]-4-methyl-piperazine which melts at 118°-120°. After recrystallisation of this base from ether and reaction with maleic acid the correponding maleate is obtained which melts at 174°-175°.